From a dataset of the Open Reaction Database (ORD), a public repository of structured organic reaction records. describe an organic reaction: reactants, conditions, products, and yield Starting materials: O[C@H]1CN(CCC1)C(=O)OC(C)(C)C ((R)-tert-Butyl 3-hydroxypiperidine-1-carboxylate), [H-].[Na+] (NaH), ClC1=NC2=C(C=CC=C2C=C1)C1=CC=2C(NCCC2N1)=O (2-(2-chloroquinolin-8-yl)-6,7-dihydro-1H-pyrrolo[3,2-c]pyridin-4(5H)-one). Run in C1CCOC1 (THF). Reaction conditions: time 10 minute. Product: O=C1NCCC2=C1C=C(N2)C=2C=CC=C1C=CC(=NC21)O[C@H]2CN(CCC2)C(=O)OC(C)(C)C ((R)-tert-butyl 3-((8-(4-oxo-4,5,6,7-tetrahydro-1H-pyrrolo[3,2-c]pyridin-2-yl)quinolin-2-yl)oxy)piperidine-1-carboxylate). Reaction SMILES: [OH:1][C@@H:2]1[CH2:7][CH2:6][CH2:5][N:4]([C:8]([O:10][C:11]([CH3:14])([CH3:13])[CH3:12])=[O:9])[CH2:3]1.[H-].[Na+].Cl[C:18]1[CH:27]=[CH:26][C:25]2[C:20](=[C:21]([C:28]3[NH:36][C:35]4[CH2:34][CH2:33][NH:32][C:31](=[O:37])[C:30]=4[CH:29]=3)[CH:22]=[CH:23][CH:24]=2)[N:19]=1>C1COCC1>[O:37]=[C:31]1[C:30]2[CH:29]=[C:28]([C:21]3[CH:22]=[CH:23][CH:24]=[C:25]4[C:20]=3[N:19]=[C:18]([O:1][C@@H:2]3[CH2:7][CH2:6][CH2:5][N:4]([C:8]([O:10][C:11]([CH3:14])([CH3:13])[CH3:12])=[O:9])[CH2:3]3)[CH:27]=[CH:26]4)[NH:36][C:35]=2[CH2:34][CH2:33][NH:32]1 |f:1.2|. Procedure details: (R)-tert-Butyl 3-hydroxypiperidine-1-carboxylate (Astatech Inc, Bristol, Pa.; 406 mg, 2.02 mmol) was added to a suspension of NaH (81 mg, 2.02 mmol) in THF (2.5 mL) and the resulting suspension was stirred at RT for 10 min. 2-(2-chloroquinolin-8-yl)-6,7-dihydro-1H-pyrrolo[3,2-c]pyridin-4(5H)-one (Example 1; 75 mg, 0.25 mmol) was added and the resulting suspension was stirred at RT for 5 min, then heated at 70° C. for 5 h. The mixture was cooled to RT and partitioned between EtOAc (60 mL) and sat... Starting materials: CCS(=O)(=O)NC1CCCOc2ccccc21, C1CCOC1, CI, [H-], [Na+]. The product is CCS(=O)(=O)N(C)C1CCCOc2ccccc21. As a reaction SMILES: [CH2:1]([CH3:2])[S:3](=[O:4])(=[O:5])[NH:6][CH:7]1[CH2:8][CH2:9][CH2:10][O:11][c:12]2[c:13]1[cH:14][cH:15][cH:16][cH:17]2.[CH2:22]1[O:23][CH2:24][CH2:25][CH2:26]1.[CH3:20][I:21].[H-:18].[Na+:19]>>[CH2:1]([CH3:2])[S:3](=[O:4])(=[O:5])[N:6]([CH:7]1[CH2:8][CH2:9][CH2:10][O:11][c:12]2[c:13]1[cH:14][cH:15][cH:16][cH:17]2)[CH3:20]. Starting materials: C1CC=CC2=CC=CC=C12 (1,2-dihydronaphthalene), FC(C(C)=O)(F)F (trifluoroacetone), C(C)#N (acetonitrile), OO (H2O2). The solvent is C([O-])([O-])=O.[K+].[K+] (potassium carbonate). Reaction conditions: temperature 0 celsius, time 4 hour. The product is [NH4+].[OH-] (NH4OH), N[C@H]1[C@@H](CCC2=CC=CC=C12)O ((trans)-1-amino-1,2,3,4-tetrahydronaphthalen-2-ol). Isolated yield 0.5%. RXN SMILES: [CH2:1]1[C:10]2[C:5](=CC=C[CH:9]=2)[CH:4]=[CH:3][CH2:2]1.F[C:12](F)(F)[C:13](=[O:15])[CH3:14].OO.C(#[N:22])C>C(=O)([O-])[O-].[K+].[K+]>[NH4+:22].[OH-:15].[NH2:22][C@@H:12]1[C:5]2[C:10](=[CH:1][CH:2]=[CH:3][CH:4]=2)[CH2:9][CH2:14][C@H:13]1[OH:15] |f:4.5.6,7.8|. Procedure details: To a mixture of 1,2-dihydronaphthalene (5.12 g) and trifluoroacetone (1.34 g) in acetonitrile (60 ml) and aqueous potassium carbonate (1.5M in 0.4 mM EDTA, 60 ml) was added H2O2 (30%, 18.2 ml) at 0° C. Upon stirring at 0° C. for 4 hours, the rxn mixture was extracted with Et2O, washed with aqueous Na2S2O3 (1M) and brine, dried (MgSO4), filtered and concentrated. The epoxide was used without purification. A mixture of 1a,2,3,7b-tetrahydronaphtho[1,2-b]oxirene and ammonium hydroxide was stirred at... Reactants: ClCCl, COc1ccc(C=CCO)cc1[N+](=O)[O-], O=S(Cl)Cl. Product: COc1ccc(C=CCCl)cc1[N+](=O)[O-]. As a reaction SMILES: [CH2:20]([Cl:21])[Cl:22].[CH3:1][O:2][c:3]1[c:4]([N+:13](=[O:14])[O-:15])[cH:5][c:6]([CH:9]=[CH:10][CH2:11][OH:12])[cH:7][cH:8]1.[S:16]([Cl:17])([Cl:18])=[O:19]>>[CH3:1][O:2][c:3]1[c:4]([N+:13](=[O:14])[O-:15])[cH:5][c:6]([CH:9]=[CH:10][CH2:11][Cl:18])[cH:7][cH:8]1. The reactants are O=C([O-])[O-], CCO, COc1cccc(OC)c1O, Cl, [K+], [K+], [Na+], [Na+], [Na+], O=CC(Cl)(Cl)Cl, O, O=P([O-])([O-])[O-]. Yields the product COc1cc(C(O)C(Cl)(Cl)Cl)cc(OC)c1O. As a reaction SMILES: [C:18](=[O:19])([O-:20])[O-:21].[CH3:34][CH2:35][OH:36].[CH3:7][O:8][c:9]1[cH:10][cH:11][cH:12][c:13]([O:14][CH3:15])[c:16]1[OH:17].[Cl:32].[K+:22].[K+:23].[Na+:29].[Na+:30].[Na+:31].[O:1]=[CH:2][C:3]([Cl:4])([Cl:5])[Cl:6].[OH2:33].[P:24]([O-:25])([O-:26])([O-:27])=[O:28]>>[OH:1][CH:2]([C:3]([Cl:4])([Cl:5])[Cl:6])[c:11]1[cH:10][c:9]([O:8][CH3:7])[c:16]([OH:17])[c:13]([O:14][CH3:15])[cH:12]1. RXN SMILES: [Br:1][C:2]1[CH:3]=[C:4]([CH:7]([OH:10])[CH2:8][CH3:9])[S:5][CH:6]=1>ClCCl.[O-2].[O-2].[Mn+4]>[Br:1][C:2]1[CH:3]=[C:4]([C:7](=[O:10])[CH2:8][CH3:9])[S:5][CH:6]=1 |f:2.3.4|. Run in ClCCl (dichloromethane). Reagents/catalysts: [O-2].[O-2].[Mn+4] (manganese dioxide). Product: BrC=1C=C(SC1)C(CC)=O (1-(4-Bromo-2-thienyl)-1-propanone). Reaction conditions: time 24 hour. The reactants are BrC=1C=C(SC1)C(CC)O (1-(4-bromo-2-thienyl)-1-propanol). Reported procedure: 33.5 g (151 mmol) of 1-(4-bromo-2-thienyl)-1-propanol are dissolved in 400 mL of dichloromethane. 130 g (1.5 mol) of manganese dioxide are then added portionwise and the medium is stirred at room temperature for 24 hours. After filtration through Celite and then concentration and chromatography on silica gel (eluent: 9 heptane/1 ethyl acetate), the desired product is obtained in the form of white crystals (m=26.6 g; Y=80%).